This data is from the Open Reaction Database (ORD), a public repository of structured organic reaction records. The task is: describe an organic reaction: reactants, conditions, products, and yield The reactants are OC(C(=O)C1=CC=C(C=C1)S(=O)(=O)C)(C)C (2-Hydroxy-2-methyl-1-(4-(methylsulfonyl)phenyl)propan-1-one), N1=CC=CC=C1 (pyridine), C(C)(=O)OCC(=O)Cl (acetoxyacetyl chloride), C1CCC2=NCCCN2CC1 (DBU), C1CCC2=NCCCN2CC1 (DBU). Solvent: CCOC(=O)C (EtOAc), O (H2O), CC#N (CH3CN), C(Cl)Cl.C1(=CC=CC=C1)C (CH2Cl2 toluene), [Cl-].[Na+].O (brine). Conditions: time 1 hour. The product is CC1(C(=C(C(O1)=O)O)C1=CC=C(C=C1)S(=O)(=O)C)C (5,5-Dimethyl-3-hydroxy-4-(4-methylsulfonylphenyl)-5H-furan-2-one). Isolated yield 42.9%. As a reaction SMILES: [OH:1][C:2]([CH3:16])([CH3:15])[C:3]([C:5]1[CH:10]=[CH:9][C:8]([S:11]([CH3:14])(=[O:13])=[O:12])=[CH:7][CH:6]=1)=O.N1C=CC=CC=1.C([O:26][CH2:27][C:28](Cl)=[O:29])(=O)C.C1CCN2C(=NCCC2)CC1>CC#N.CCOC(C)=O.O.[Cl-].[Na+].O.C(Cl)Cl.C1(C)C=CC=CC=1>[CH3:15][C:2]1([CH3:16])[O:1][C:27](=[O:26])[C:28]([OH:29])=[C:3]1[C:5]1[CH:10]=[CH:9][C:8]([S:11]([CH3:14])(=[O:13])=[O:12])=[CH:7][CH:6]=1 |f:7.8.9,10.11|. Procedure details: To a 0° C. solution of the alcohol of Example 1, Step 3 (14.0 g, 57.8 mmol) in CH3CN (180 mL) were added pyridine (10.0 mL) and acetoxyacetyl chloride (12.7 g, 93.0 mmol) after a period of 7 h at r.t., DBU (15.0 mL) was added to the reaction mixture. After a period of 1 h at 80° C., a second portion of DBU (20.0 mL) was added. The reaction mixture was kept at 80° C. for 18 h. The reaction mixture allowed to cool to r.t. The mixture was diluted with EtOAc (500 mL) and H2O (500 mL) and acidified w...